This data is from the Open Reaction Database (ORD), a public repository of structured organic reaction records. The task is: describe an organic reaction: reactants, conditions, products, and yield The reactants are CC(=O)OC(C)=O, CC(C1OCCO1)C1CCC2C3C=CC4(O)CC(O)CC(O)C4(C)C3CCC12C, c1ccncc1. Product: CC(=O)OC1CC(O)C2(C)C3CCC4(C)C(C(C)C5OCCO5)CCC4C3C=CC2(O)C1. Reaction SMILES: [CH3:30][C:31](=[O:32])[O:33][C:34](=[O:35])[CH3:36].[O:1]1[CH:2]([CH:6]([CH3:7])[CH:8]2[CH2:9][CH2:10][CH:11]3[CH:12]4[CH:13]=[CH:14][C:15]5([OH:29])[CH2:16][CH:17]([OH:28])[CH2:18][CH:19]([OH:27])[C:20]5([CH3:21])[CH:22]4[CH2:23][CH2:24][C:25]23[CH3:26])[O:3][CH2:4][CH2:5]1.[cH:37]1[cH:38][cH:39][n:40][cH:41][cH:42]1>>[O:1]1[CH:2]([CH:6]([CH3:7])[CH:8]2[CH2:9][CH2:10][CH:11]3[CH:12]4[CH:13]=[CH:14][C:15]5([OH:29])[CH2:16][CH:17]([O:28][C:31]([CH3:30])=[O:32])[CH2:18][CH:19]([OH:27])[C:20]5([CH3:21])[CH:22]4[CH2:23][CH2:24][C:25]23[CH3:26])[O:3][CH2:4][CH2:5]1. Starting materials: O (water), C1(=CC=CC=C1)C (toluene), C1(=CC=CC=C1)C (toluene). Run in ClCCl (dichloromethane). Conditions: temperature 0 celsius. The product is C1(=CC=CC=C1)\C=C\C1=CC=CC=C1 (trans-stilbene), C1(=CC=CC=C1)CCC1=CC=CC=C1 (bibenzyl). Yield: 35.0%. Reaction SMILES: [C:1]1([CH3:7])[CH:6]=[CH:5][CH:4]=[CH:3][CH:2]=1.O>ClCCl>[C:1]1(/[CH:7]=[CH:7]/[C:1]2[CH:6]=[CH:5][CH:4]=[CH:3][CH:2]=2)[CH:6]=[CH:5][CH:4]=[CH:3][CH:2]=1.[C:1]1([CH2:7][CH2:7][C:1]2[CH:6]=[CH:5][CH:4]=[CH:3][CH:2]=2)[CH:6]=[CH:5][CH:4]=[CH:3][CH:2]=1. Procedure details: In this example the substrate was toluene. Helium was fed into the bottom chamber of the reactor at 3.6 mL/min, and toluene and water were added to the carrier gas at a rate of 1.0 mmol/h and 2.0 mmol/h, respectively, by syringe pump. Air was passed through the top chamber of the reactor at the rate of 3.6 mL per min. The reaction was run at 600° C., and a scrubber containing 5.0 mL of dichloromethane cooled to 0° C. was used to collect the reaction products. Nonane and tetradecane were used as ... Reactants: C(C)Br (ethyl bromide), O (water), C[C@H]1C[C@H]([C@@H](CC1)C(C)C)OCCN(C)CCO (N-[2-((1R,3R,4S)-1-methyl-4-isopropylcyclohex-3-yloxy)ethyl]-N-(2-hyd roxyethyl)-N-methylamine), [H-].[Na+] (sodium hydride). Solvent: O1CCCC1 (tetrahydrofuran), O1CCCC1 (tetrahydrofuran). Yields the product C[C@H]1C[C@H]([C@@H](CC1)C(C)C)OCCN(C)CCOCC (N-[2-((1R,3R,4S)-1-methyl-4-isopropylcyclohex-3-yloxy)ethyl]-N-(2-etho xyethyl)-N-methylamine). Yield: 19.3%. RXN SMILES: [CH3:1][C@@H:2]1[CH2:7][CH2:6][C@@H:5]([CH:8]([CH3:10])[CH3:9])[C@H:4]([O:11][CH2:12][CH2:13][N:14]([CH2:16][CH2:17][OH:18])[CH3:15])[CH2:3]1.[H-].[Na+].[CH2:21](Br)[CH3:22].O>O1CCCC1>[CH3:1][C@@H:2]1[CH2:7][CH2:6][C@@H:5]([CH:8]([CH3:9])[CH3:10])[C@H:4]([O:11][CH2:12][CH2:13][N:14]([CH2:16][CH2:17][O:18][CH2:21][CH3:22])[CH3:15])[CH2:3]1 |f:1.2|. Reported procedure: 2.57 g of N-[2-((1R,3R,4S)-1-methyl-4-isopropylcyclohex-3-yloxy)ethyl]-N-(2-hyd roxyethyl)-N-methylamine were dissolved in 100 ml of tetrahydrofuran. 0.48 g of a 50% strength sodium hydride dispersion was added at room temperature, and the reaction mixture was heated under reflux for 3 hours. A solution of 1.1 g of ethyl bromide in 20 ml of tetrahydrofuran was then added dropwise to the reaction solution at boiling temperature, and the reaction solution was heated under reflux for a further 6 ho... As a reaction SMILES: [CH3:15][S-:16].[CH3:18][C:19](=[O:20])[CH3:21].[Cl:1][c:2]1[c:3]([N+:12](=[O:13])[O-:14])[cH:4][c:5]([C:6](=[O:7])[O:8][CH3:9])[cH:10][cH:11]1.[Na+:17]>>[c:2]1([S:16][CH3:15])[c:3]([N+:12](=[O:13])[O-:14])[cH:4][c:5]([C:6](=[O:7])[O:8][CH3:9])[cH:10][cH:11]1. Yields the product COC(=O)c1ccc(SC)c([N+](=O)[O-])c1. Starting materials: C[S-], CC(C)=O, COC(=O)c1ccc(Cl)c([N+](=O)[O-])c1, [Na+]. Starting materials: NC(C#N)(C)C (2-amino-2-methylpropanonitrile), C1(=CC=CC=C1)SC(=O)Cl ((phenylthio)carbonyl chloride). The solvent is O1CCOCC1 (dioxane), O1CCOCC1 (dioxane). Run at time 1 hour. The product is C(#N)C(C)(C)NC(SC1=CC=CC=C1)=O ((1-cyano1-methylethyl)carbamothioic acid, S-phenyl ester). The yield is 30.6%. Reaction SMILES: [NH2:1][C:2]([CH3:6])([CH3:5])[C:3]#[N:4].[C:7]1([S:13][C:14](Cl)=[O:15])[CH:12]=[CH:11][CH:10]=[CH:9][CH:8]=1>O1CCOCC1>[C:3]([C:2]([NH:1][C:14](=[O:15])[S:13][C:7]1[CH:12]=[CH:11][CH:10]=[CH:9][CH:8]=1)([CH3:6])[CH3:5])#[N:4]. Reported procedure: 3.4 g. (0.04 mole) of 2-amino-2-methylpropanonitrile are dissolved in 10 ml. of dioxane and a solution of 3.2 ml. (0.2 mole) of (phenylthio)carbonyl chloride in 10 ml. of dioxane is added. After stirring for one hour at room temperature, the reaction mixture is filtered, the filtrate is concentrated, and the solid residue is recrystallized from a small amount of toluene to yield 2.7 g of (1-cyano1-methylethyl)carbamothioic acid, S-phenyl ester; m.p. 152°-155°.